Dataset: the Open Reaction Database (ORD), a public repository of structured organic reaction records. Task: describe an organic reaction: reactants, conditions, products, and yield The reactants are FC1=CC=C(C(=O)C2=CC=C(C=C2)F)C=C1 (4,4′-difluorobenzophenone), C(=O)[O-].[NH4+] (ammonium formate). Run in O (water). Reaction conditions: temperature 170 celsius, time 10 hour. The product is FC1=CC=C(C=C1)C(C1=CC=C(C=C1)F)NC=O (Bis(4-fluorophenyl)methylformamide). RXN SMILES: [F:1][C:2]1[CH:16]=[CH:15][C:5]([C:6]([C:8]2[CH:13]=[CH:12][C:11]([F:14])=[CH:10][CH:9]=2)=O)=[CH:4][CH:3]=1.[CH:17]([O-:19])=O.[NH4+:20]>O>[F:1][C:2]1[CH:16]=[CH:15][C:5]([CH:6]([NH:20][CH:17]=[O:19])[C:8]2[CH:13]=[CH:12][C:11]([F:14])=[CH:10][CH:9]=2)=[CH:4][CH:3]=1 |f:1.2|. Procedure details: A mixture of 4,4′-difluorobenzophenone (15.0 g, 68.7 mmol) and ammonium formate (35.3 g, 559 mmol) was stirred at 170° C. for 10 hours. The reaction solution was poured into water and extracted with ethyl acetate. The extract was washed with water, dried over anhydrous magnesium sulfate, and the solvent was distilled off under reduced pressure to give the objective product as a solid material. Reactants: COC1=C(C#N)C=CC=C1 (2-methoxybenzonitrile), [N-]=[N+]=[N-].[Na+] (sodium azide), Cl (hydrochloric acid). The reagents and catalysts are [Cl-].[Zn+2].[Cl-] (zinc chloride). Run in CN(C=O)C (N,N-dimethylformamide). The product is COC1=C(C=CC=C1)C1=NN=NN1 (5-(2-Methoxyphenyl)-1H-tetrazole). Yield: 36.0%. Reaction SMILES: [CH3:1][O:2][C:3]1[CH:10]=[CH:9][CH:8]=[CH:7][C:4]=1[C:5]#[N:6].[N-:11]=[N+:12]=[N-:13].[Na+].Cl>[Cl-].[Zn+2].[Cl-].CN(C)C=O>[CH3:1][O:2][C:3]1[CH:10]=[CH:9][CH:8]=[CH:7][C:4]=1[C:5]1[NH:13][N:12]=[N:11][N:6]=1 |f:1.2,4.5.6|. Procedure details: The title compound is prepared by the procedure of Example 1 using 2-methoxybenzonitrile, zinc chloride, sodium azide and N,N-dimethylformamide. The reaction is heated at reflux temperature for 5 hours, acidified with 10% hydrochloric acid, extracted with ethyl acetate, dried and concentrated in vacuo. The residue is chromatographed (silica gel: 50% ethyl acetate/methylene chloride) to give 2.57 g (yield=36% of theory). Reactants: NC1C(N(C2=C(N(C1=O)C)C=CC=C2)C2=CC=CC=C2)=O (3-amino-1-methyl-5-phenyl-1H-1,5-benzodiazepine-2,4-(3H, 5H)-dione), C(=O)(OC(C)(C)C)N[C@@H](CC1=CC=CC=C1)C(=O)O (BOC-L-phenylalanine), N1(CCCC1)C1=CC=NC=C1 (4-pyrrolidinopyridine), Cl (hydrochloric acid). Solvent: C(Cl)Cl (methylene chloride). Conditions: time 16 hour. Yields the product O=C1C(C(N(C2=C(N1C)C=CC=C2)C2=CC=CC=C2)=O)NC([C@H](CC2=CC=CC=C2)NC(OC(C)(C)C)=O)=O (1,1-dimethylethyl (S) {2{(2,4-dioxo-1-methyl-5-phenyl-2,3,4,5-tetrahydro-1H-1,5-benzodiazepin-3-yl)-amino}-2-oxo-1-(benzyl)-ethyl}-carbamate). Isolated yield 111.3%. As a reaction SMILES: [NH2:1][CH:2]1[C:8](=[O:9])[N:7]([CH3:10])[C:6]2[CH:11]=[CH:12][CH:13]=[CH:14][C:5]=2[N:4]([C:15]2[CH:20]=[CH:19][CH:18]=[CH:17][CH:16]=2)[C:3]1=[O:21].[C:22]([NH:29][C@H:30]([C:38](O)=[O:39])[CH2:31][C:32]1[CH:37]=[CH:36][CH:35]=[CH:34][CH:33]=1)([O:24][C:25]([CH3:28])([CH3:27])[CH3:26])=[O:23].N1(C2C=CN=CC=2)CCCC1.Cl>C(Cl)Cl>[O:9]=[C:8]1[N:7]([CH3:10])[C:6]2[CH:11]=[CH:12][CH:13]=[CH:14][C:5]=2[N:4]([C:15]2[CH:16]=[CH:17][CH:18]=[CH:19][CH:20]=2)[C:3](=[O:21])[CH:2]1[NH:1][C:38](=[O:39])[C@@H:30]([NH:29][C:22](=[O:23])[O:24][C:25]([CH3:26])([CH3:27])[CH3:28])[CH2:31][C:32]1[CH:37]=[CH:36][CH:35]=[CH:34][CH:33]=1. Procedure details: A mixture of 2.4 g of the product of Step D, 40 ml of methylene chloride, 2.26 g (8.5 mmoles) of BOC-L-phenylalanine, 1.8 g (9.4 mmoles) of dicyclohexycarbodiimide and 1.26 g (8.5 mmoles) of 4-pyrrolidinopyridine was stirred for 16 hours. The mixture was poured into 100 ml of hydrochloric acid and the decanted organic phase was washed three times with water. After drying, the solvent was eliminated to obtain 5 g of a yellowish foam. Starting materials: C(CCC)[Sn](C=1C=C2CCC(C2=CC1)=O)(CCCC)CCCC (5-tributylstannanyl-indan-1-one), BrC1=C(C#N)C=CC=C1 (2-bromobenzonitrile), PdCl2 (PPh3)2. The solvent is O1CCOCC1 (dioxane). Product: O=C1CCC2=CC(=CC=C12)C1=C(C#N)C=CC=C1 (2-(1-Oxo-indan-5-yl)-benzonitrile). Isolated yield 53.6%. As a reaction SMILES: C([Sn](CCCC)(CCCC)[C:6]1[CH:7]=[C:8]2[C:12](=[CH:13][CH:14]=1)[C:11](=[O:15])[CH2:10][CH2:9]2)CCC.Br[C:25]1[CH:32]=[CH:31][CH:30]=[CH:29][C:26]=1[C:27]#[N:28]>O1CCOCC1>[O:15]=[C:11]1[C:12]2[C:8](=[CH:7][C:6]([C:25]3[CH:32]=[CH:31][CH:30]=[CH:29][C:26]=3[C:27]#[N:28])=[CH:14][CH:13]=2)[CH2:9][CH2:10]1. Procedure: A mixture of 5-tributylstannanyl-indan-1-one (2.25 grams, 5.8 mmol), 2-bromobenzonitrile (1.06 grams, 5.8 mmol) and PdCl2 (PPh3)2 (421 mg, 0.6 mmol) was heated in dioxane (15 mL) for 20 hours. The reaction was cooled to room temperature, concentrated in vacuo and transferred to a SiO2 -gel column. Flash chromatography using a gradient of 25% ethyl acetate/hexanes to 50% ethyl acetate/hexanes yielded 725 mg of a colorless solid. 1H NMR (250 MHz, CDCl3): d 7.9 (d, 1 H), 7.8 (d, 1 H), 7.69 (m, 2 H)... The reactants are O (water), C1(CCCC1)NC=1C=CC=C2C=C(NC12)C=1SCC(N1)CC(=O)O ([(7-Cyclopentylamino-1H-indol-2-yl)-4,5-dihydro-thiazol-4-yl]acetic acid), ONC(=N)C1CCCC1 (N-hydroxy-cyclopentanecarboxamidine), 1,1′-Dicarbonyldiimidazole. Run in CN(C=O)C (N,N-dimethylformamide). Reaction conditions: time 30 minute. Yields the product C1(CCCC1)NC=1C=CC=C2C=C(NC12)C=1SC[C@H](N1)CC1=NC(=NO1)C1CCCC1 (Cyclopentyl-{2-[(R)-4-(3-cyclopentyl-[1,2,4]oxadiazol-5-ylmethyl)-4,5-dihydro-thiazol-2-yl]-1H-indol-7-yl}-amine). Yield: 56.0%. Reaction SMILES: [CH:1]1([NH:6][C:7]2[CH:8]=[CH:9][CH:10]=[C:11]3[C:15]=2[NH:14][C:13]([C:16]2[S:17][CH2:18][CH:19]([CH2:21][C:22]([OH:24])=O)[N:20]=2)=[CH:12]3)[CH2:5][CH2:4][CH2:3][CH2:2]1.O[NH:26][C:27]([CH:29]1[CH2:33][CH2:32][CH2:31][CH2:30]1)=[NH:28].O>CN(C)C=O>[CH:1]1([NH:6][C:7]2[CH:8]=[CH:9][CH:10]=[C:11]3[C:15]=2[NH:14][C:13]([C:16]2[S:17][CH2:18][C@@H:19]([CH2:21][C:22]4[O:24][N:28]=[C:27]([CH:29]5[CH2:33][CH2:32][CH2:31][CH2:30]5)[N:26]=4)[N:20]=2)=[CH:12]3)[CH2:5][CH2:4][CH2:3][CH2:2]1. Procedure details: [(7-Cyclopentylamino-1H-indol-2-yl)-4,5-dihydro-thiazol-4-yl]acetic acid (140 mg, 0.41 mmol) prepared in Example 75 was dissolved in N,N-dimethylformamide (5 mL). 1,1′-Dicarbonyldiimidazole (73 mg, 0.45 mmol) was added thereto, and the mixture was stirred for 30 min at room temperature. N-hydroxy-cyclopentanecarboxamidine (260 mg, 2.03 mmol) was added thereto, and the mixture was stirred for 5 h at 80° C. After completion of the reaction, water was added. The reaction mixture was extracted with ... Starting materials: BrC(Br)(Br)Br, COc1ncccc1CO, ClCCl, c1ccc(P(c2ccccc2)c2ccccc2)cc1. The product is COc1ncccc1CBr. RXN SMILES: [C:30]([Br:31])([Br:32])([Br:33])[Br:34].[CH3:1][O:2][c:3]1[n:4][cH:5][cH:6][cH:7][c:8]1[CH2:9][OH:10].[Cl:35][CH2:36][Cl:37].[c:11]1([P:12]([c:13]2[cH:14][cH:15][cH:16][cH:17][cH:18]2)[c:19]2[cH:20][cH:21][cH:22][cH:23][cH:24]2)[cH:25][cH:26][cH:27][cH:28][cH:29]1>>[CH3:1][O:2][c:3]1[n:4][cH:5][cH:6][cH:7][c:8]1[CH2:9][Br:31]. Starting materials: CO, Cc1cc(F)ccc1C(=O)O. Product: COC(=O)c1ccc(F)cc1C. RXN SMILES: [CH3:12][OH:13].[F:1][c:2]1[cH:3][c:4]([CH3:11])[c:5]([C:6](=[O:7])[OH:8])[cH:9][cH:10]1>>[F:1][c:2]1[cH:3][c:4]([CH3:11])[c:5]([C:6](=[O:7])[O:8][CH3:12])[cH:9][cH:10]1. Reactants: C1=C(C=CC2=CC=CC=C12)O (β-naphthol), S(O)(O)(=O)=O (sulfuric acid), C(C)O (ethanol). Yields the product C(C)OC1=CC2=CC=CC=C2C=C1 (2-Ethoxynaphthalene). As a reaction SMILES: [CH:1]1[C:10]2[C:5](=[CH:6][CH:7]=[CH:8][CH:9]=2)[CH:4]=[CH:3][C:2]=1[OH:11].S(=O)(=O)(O)O.[CH2:17](O)[CH3:18]>>[CH2:17]([O:11][C:2]1[CH:3]=[CH:4][C:5]2[C:10](=[CH:9][CH:8]=[CH:7][CH:6]=2)[CH:1]=1)[CH3:18]. Reported procedure: 450 g of β-naphthol, 200 ml of ethanol and 50 ml of 98% sulfuric acid were mixed and after finishing the generation of heat the mixture was heated on a steam bath for 4 hours. After allowing to stand and cool, the lower layer was removed. Then the procedures wherein to the residue were added 40 ml of ethanol and 20 ml of 98% sulfuric acid, the mixture was heated on a steam bath for 3 hours and the lower layer was removed after allowing to stand and cool were repeated three times. The organic lay... The reactants are CC1=C(C(=O)OC)C=CC(=C1)C (methyl 2,4-dimethylbenzoate), [Al] (aluminum), BrBr (bromine). The solvent is C(C)OCC (diethyl ether). Yields the product BrC=1C(=CC(=C(C(=O)OC)C1)C)C (methyl 5-bromo-2,4-dimethylbenzoate). Reaction SMILES: [CH3:1][C:2]1[CH:11]=[C:10]([CH3:12])[CH:9]=[CH:8][C:3]=1[C:4]([O:6][CH3:7])=[O:5].[Al].[Br:14]Br>C(OCC)C>[Br:14][C:9]1[C:10]([CH3:12])=[CH:11][C:2]([CH3:1])=[C:3]([CH:8]=1)[C:4]([O:6][CH3:7])=[O:5]. Procedure: To a mixture of the above methyl 2,4-dimethylbenzoate (19.75 g) and activated aluminum neutral oxide (120 g) was added dropwise bromine (9.25 ml) while stirring at room temperature. The mixture was stirred at room temperature for 8 hours, and diluted with diethyl ether (1000 ml). Insoluble materials were filtered off, and washed with diethyl ether (500 ml). The combined filtrate was washed successively with 10% aqueous sodium thiosulfate solution, a saturated aqueous sodium hydrogen carbonate so...